This data is from the Open Reaction Database (ORD), a public repository of structured organic reaction records. The task is: describe an organic reaction: reactants, conditions, products, and yield As a reaction SMILES: [N+:1](=[O:2])([O-:3])[c:4]1[cH:5][c:6]2[c:7]([cH:13][cH:14]1)[C:8](=[O:9])[O:10][C:11]2=[O:12].[NH2:15][CH:16]1[CH2:17][CH2:18][N:19]([CH2:22][CH2:23][c:24]2[cH:25][cH:26][cH:27][cH:28][cH:29]2)[CH2:20][CH2:21]1>>[N+:1](=[O:2])([O-:3])[c:4]1[cH:5][c:6]2[c:7]([cH:13][cH:14]1)[C:8](=[O:10])[N:15]([CH:16]1[CH2:17][CH2:18][N:19]([CH2:22][CH2:23][c:24]3[cH:25][cH:26][cH:27][cH:28][cH:29]3)[CH2:20][CH2:21]1)[C:11]2=[O:12]. Product: O=C1c2ccc([N+](=O)[O-])cc2C(=O)N1C1CCN(CCc2ccccc2)CC1. The reactants are O=C1OC(=O)c2cc([N+](=O)[O-])ccc21, NC1CCN(CCc2ccccc2)CC1. Reactants: CCOC(C)=O, O=C1C=COC(COc2ccccc2)C1. The product is O=C1CCOC(COc2ccccc2)C1. Reaction SMILES: [CH3:16][CH2:17][O:18][C:19](=[O:20])[CH3:21].[O:1]([c:2]1[cH:3][cH:4][cH:5][cH:6][cH:7]1)[CH2:8][CH:9]1[O:10][CH:11]=[CH:12][C:13](=[O:15])[CH2:14]1>>[O:1]([c:2]1[cH:3][cH:4][cH:5][cH:6][cH:7]1)[CH2:8][CH:9]1[O:10][CH2:11][CH2:12][C:13](=[O:15])[CH2:14]1. The reactants are [H-].[Al+3].[Li+].[H-].[H-].[H-] (lithium aluminium hydride), CC1(COC(=O)[C@@H]1O)C ((R)-pantolactone). The solvent is C1CCOC1 (THF), C1CCOC1 (THF). Reaction conditions: time 8 hour. Product: CC([C@H](CO)O)(CO)C ((2R)-3,3-dimethylbutane-1,2,4-triol). As a reaction SMILES: [H-].[Al+3].[Li+].[H-].[H-].[H-].[CH3:7][C:8]1([CH3:15])[C@@H:13]([OH:14])[C:11](=[O:12])[O:10][CH2:9]1>C1COCC1>[CH3:7][C:8]([CH3:15])([CH2:9][OH:10])[C@@H:13]([OH:14])[CH2:11][OH:12] |f:0.1.2.3.4.5|. Reported procedure: To a stirred suspension of lithium aluminium hydride (3.00 g, 79.1 mmol) in dry THF (100 mL) at 0° C. was added a solution of (R)-pantolactone (10.30 g, 79.14 mmol) in THF (100 mL). The mixture was stirred overnight at room temperature and was then heated to reflux for a further 2 h. The mixture was cooled to 0° C. and the reaction was quenched with saturated aqueous Na2SO4 until a white solid precipitated. The solid was filtered off, the filter cake was washed with THF (2×60 mL) and the filtrat... The reactants are CCOC(=O)c1cc(C(O[SiH2]C(C)(C)C)(c2ccccc2)c2ccccc2)n(CC(=O)Nc2ccc(Cl)cn2)n1, C1CCOC1, CC(=O)O, [K+], [OH-]. Yields the product CC(C)(C)[SiH2]OC(c1ccccc1)(c1ccccc1)c1cc(C(=O)O)nn1CC(=O)Nc1ccc(Cl)cn1. RXN SMILES: [CH2:1]([CH3:2])[O:3][C:4](=[O:5])[c:6]1[n:7][n:8]([CH2:30][C:31]([NH:32][c:33]2[n:34][cH:35][c:36]([Cl:39])[cH:37][cH:38]2)=[O:40])[c:9]([C:11]([O:12][SiH2:13][C:14]([CH3:15])([CH3:16])[CH3:17])([c:18]2[cH:19][cH:20][cH:21][cH:22][cH:23]2)[c:24]2[cH:25][cH:26][cH:27][cH:28][cH:29]2)[cH:10]1.[CH2:45]1[O:46][CH2:47][CH2:48][CH2:49]1.[CH3:41][C:42](=[O:43])[OH:44].[K+:51].[OH-:50]>>[O:3]=[C:4]([OH:5])[c:6]1[n:7][n:8]([CH2:30][C:31]([NH:32][c:33]2[n:34][cH:35][c:36]([Cl:39])[cH:37][cH:38]2)=[O:40])[c:9]([C:11]([O:12][SiH2:13][C:14]([CH3:15])([CH3:16])[CH3:17])([c:18]2[cH:19][cH:20][cH:21][cH:22][cH:23]2)[c:24]2[cH:25][cH:26][cH:27][cH:28][cH:29]2)[cH:10]1. Starting materials: NC=1C=C(C=C2CCC(NC12)=O)C(=O)N1CCC(CC1)N(CCC1=CC=CC=C1)C (8-amino-6-{4-[N-methyl-N-(2-phenylethyl)amino]-1-piperidinylcarbonyl}-3,4-dihydrocarbostyril), C(C1=CC=CC=C1)=O (benzaldehyde), B.[Na] (sodium boron hydride). The solvent is C(C)O (ethanol). Reaction conditions: time 4 hour. Yields the product C(C1=CC=CC=C1)NC=1C=C(C=C2CCC(NC12)=O)C(=O)N1CCC(CC1)N(CCC1=CC=CC=C1)C (8-benzylamino-6-{4-[N-methyl-N-(2-phenylethyl)amino]-1-piperidinylcarbonyl}-3,4-dihydrocarbostyril). Isolated yield 65.5%. RXN SMILES: [NH2:1][C:2]1[CH:3]=[C:4]([C:13]([N:15]2[CH2:20][CH2:19][CH:18]([N:21]([CH3:30])[CH2:22][CH2:23][C:24]3[CH:29]=[CH:28][CH:27]=[CH:26][CH:25]=3)[CH2:17][CH2:16]2)=[O:14])[CH:5]=[C:6]2[C:11]=1[NH:10][C:9](=[O:12])[CH2:8][CH2:7]2.[CH:31](=O)[C:32]1[CH:37]=[CH:36][CH:35]=[CH:34][CH:33]=1.B.[Na]>C(O)C>[CH2:31]([NH:1][C:2]1[CH:3]=[C:4]([C:13]([N:15]2[CH2:20][CH2:19][CH:18]([N:21]([CH3:30])[CH2:22][CH2:23][C:24]3[CH:25]=[CH:26][CH:27]=[CH:28][CH:29]=3)[CH2:17][CH2:16]2)=[O:14])[CH:5]=[C:6]2[C:11]=1[NH:10][C:9](=[O:12])[CH2:8][CH2:7]2)[C:32]1[CH:37]=[CH:36][CH:35]=[CH:34][CH:33]=1 |f:2.3,^1:39|. Procedure: In 10 ml of ethanol was dissolved 1 g of 8-amino-6-{4-[N-methyl-N-(2-phenylethyl)amino]-1-piperidinylcarbonyl}-3,4-dihydrocarbostyril. Thereto was added 0.3 g of benzaldehyde. The mixture was refluxed by heating, for 4 hours in an oil bath. The reaction mixture was allowed to cool and then mixed with 0.15 g of sodium boron hydride. The mixture was stirred at room temperature for 4 hours and subjected to distillation under reduced pressure to remove the solvent. The residue was mixed with water. ... Starting materials: C(C)=O (acetaldehyde), C(#N)[BH3-].[Na+] (sodium cyanoborohydride), ClC=1C(=C(C=CC1)NCC=1NC=NC1)F ((3-Chloro-2-fluoro-phenyl)-(3H-imidazol-4-ylmethyl)-amine). Reagents/catalysts: [Cl-].[Zn+2].[Cl-] (zinc chloride). Solvent: CO (methanol). Run at temperature 40 celsius, time 8 hour. Product: ClC=1C(=C(C=CC1)N(CC=1NC=NC1)CC)F ((3-Chloro-2-fluoro-phenyl)-ethyl-(3H-imidazol-4-ylmethyl)-amine). Isolated yield 63.1%. RXN SMILES: [Cl:1][C:2]1[C:3]([F:15])=[C:4]([NH:8][CH2:9][C:10]2[NH:11][CH:12]=[N:13][CH:14]=2)[CH:5]=[CH:6][CH:7]=1.[CH:16](=O)[CH3:17].C([BH3-])#N.[Na+]>CO.[Cl-].[Zn+2].[Cl-]>[Cl:1][C:2]1[C:3]([F:15])=[C:4]([N:8]([CH2:16][CH3:17])[CH2:9][C:10]2[NH:11][CH:12]=[N:13][CH:14]=2)[CH:5]=[CH:6][CH:7]=1 |f:2.3,5.6.7|. Procedure details: (3-Chloro-2-fluoro-phenyl)-(3H-imidazol-4-ylmethyl)-amine (0.24 g, 1 mmol) was dissolved in methanol (15 ml). Then acetaldehyde (0.28 ml, 5 mmol), zinc chloride (0.55 g, 4 mmol) and sodium cyanoborohydride (0.19 g, 3 mmol) were added and the reaction mixture was allowed to stir at 40° C. overnight. After cooling, the reaction mixture was poured onto ammoniumchloride/ice and extracted with ethyl acetate (2 times 50 ml). The organic layer was dried over magnesium sulfate and evaporated. The residu...